From a dataset of the Open Reaction Database (ORD), a public repository of structured organic reaction records. describe an organic reaction: reactants, conditions, products, and yield The reactants are FC(C=1C(=C(CC#N)C=CC1)C=O)(F)F (m-trifluoromethyl-2-formylbenzyl cyanide), CC1=CC(=NN1)N (3(5)-amino-5(3)-methylpyrazole), C(C)(=O)O (acetic acid), [OH-].[Na+] (NaOH). The solvent is O (water). The product is NC1=C(C=NC=2N1N=C(C2)C)C2=CC(=CC=C2)C(F)(F)F (7-amino-2-methyl-6-(3'-trifluoromethylphenyl)-pyrazolo[1,5-a]pyrimidine). As a reaction SMILES: [F:1][C:2]([F:15])([F:14])[C:3]1[C:4](C=O)=[C:5]([CH:9]=[CH:10][CH:11]=1)[CH2:6][C:7]#[N:8].[CH3:16][C:17]1[NH:21][N:20]=[C:19]([NH2:22])[CH:18]=1.[OH-].[Na+].[C:25](O)(=O)C>O>[NH2:8][C:7]1[N:20]2[N:21]=[C:17]([CH3:16])[CH:18]=[C:19]2[N:22]=[CH:25][C:6]=1[C:5]1[CH:9]=[CH:10][CH:11]=[C:3]([C:2]([F:1])([F:14])[F:15])[CH:4]=1 |f:2.3|. Procedure details: 21.3 g of m-trifluoromethyl-2-formylbenzyl cyanide and 9.7 g of 3(5)-amino-5(3)-methylpyrazole in 100 ml of glacial acetic acid were refluxed for 4 hours. The mixture was cooled and was then diluted with 500 ml of water, the pH was brought to 5-6 with 2N NaOH solution, and the oily product which precipitated crystallized after trituration. The crystals were filtered off under suction and then washed several times with water and dried under reduced pressure at 50° C. 25.0 g of 7-amino-2-methyl-6-... Starting materials: F[B-](F)(F)F, CCOC(CNCC(=O)OC)OCC, Cc1c(Cc2ccc(F)c(C(=O)O)c2)n[nH]c(=O)c1C, CCOC(C)=O, CCN(C(C)C)C(C)C, CN(C)C=O, CN(C)C(On1nnc2ccccc21)=[N+](C)C. Yields the product CCOC(CN(CC(=O)OC)C(=O)c1cc(Cc2n[nH]c(=O)c(C)c2C)ccc1F)OCC. As a reaction SMILES: [B-:21]([F:22])([F:23])([F:24])[F:25].[CH2:52]([CH3:53])[O:54][CH:55]([CH2:56][NH:57][CH2:58][C:59](=[O:60])[O:61][CH3:62])[O:63][CH2:64][CH3:65].[CH3:1][c:2]1[c:3]([CH2:10][c:11]2[cH:12][cH:13][c:14]([F:20])[c:15]([C:16](=[O:17])[OH:18])[cH:19]2)[n:4][nH:5][c:6](=[O:9])[c:7]1[CH3:8].[CH3:71][CH2:72][O:73][C:74]([CH3:75])=[O:76].[CH:43]([N:44]([CH2:45][CH3:46])[CH:47]([CH3:48])[CH3:49])([CH3:50])[CH3:51].[O:66]=[CH:67][N:68]([CH3:69])[CH3:70].[n:26]1([O:27][C:28]([N:29]([CH3:30])[CH3:31])=[N+:32]([CH3:33])[CH3:34])[c:35]2[cH:36][cH:37][cH:38][cH:39][c:40]2[n:41][n:42]1>>[CH3:1][c:2]1[c:3]([CH2:10][c:11]2[cH:12][cH:13][c:14]([F:20])[c:15]([C:16](=[O:18])[N:57]([CH2:56][CH:55]([O:54][CH2:52][CH3:53])[O:63][CH2:64][CH3:65])[CH2:58][C:59](=[O:60])[O:61][CH3:62])[cH:19]2)[n:4][nH:5][c:6](=[O:9])[c:7]1[CH3:8]. Reactants: CC(C)(C)C(=O)OCC1OC(Br)(Br)C(OC(=O)C(C)(C)C)C(OC(=O)C(C)(C)C)C1OC(=O)C(C)(C)C, O=C([O-])[O-], CC(=O)n1[nH]c(=O)c(Cc2ccccc2)c1C, CC#N, [K+], [K+], C1CCOC1. Product: CC(=O)n1nc(OC2OC(COC(=O)C(C)(C)C)C(OC(=O)C(C)(C)C)C(OC(=O)C(C)(C)C)C2OC(=O)C(C)(C)C)c(Cc2ccccc2)c1C. Reaction SMILES: [Br:24][C:25]1([Br:60])[CH:26]([O:27][C:28]([C:29]([CH3:30])([CH3:31])[CH3:32])=[O:33])[CH:34]([O:35][C:36]([C:37]([CH3:38])([CH3:39])[CH3:40])=[O:41])[CH:42]([O:43][C:44]([C:45]([CH3:46])([CH3:47])[CH3:48])=[O:49])[CH:50]([CH2:52][O:53][C:54]([C:55]([CH3:56])([CH3:57])[CH3:58])=[O:59])[O:51]1.[C:18](=[O:19])([O-:20])[O-:21].[C:1]([CH3:2])(=[O:3])[n:4]1[nH:5][c:6](=[O:17])[c:7]([CH2:10][c:11]2[cH:12][cH:13][cH:14][cH:15][cH:16]2)[c:8]1[CH3:9].[CH3:61][C:62]#[N:63].[K+:22].[K+:23].[O:64]1[CH2:65][CH2:66][CH2:67][CH2:68]1>>[C:1]([CH3:2])(=[O:3])[n:4]1[n:5][c:6]([O:17][CH:25]2[CH:26]([O:27][C:28]([C:29]([CH3:30])([CH3:31])[CH3:32])=[O:33])[CH:34]([O:35][C:36]([C:37]([CH3:38])([CH3:39])[CH3:40])=[O:41])[CH:42]([O:43][C:44]([C:45]([CH3:46])([CH3:47])[CH3:48])=[O:49])[CH:50]([CH2:52][O:53][C:54]([C:55]([CH3:56])([CH3:57])[CH3:58])=[O:59])[O:51]2)[c:7]([CH2:10][c:11]2[cH:12][cH:13][cH:14][cH:15][cH:16]2)[c:8]1[CH3:9].